Dataset: the Open Reaction Database (ORD), a public repository of structured organic reaction records. Task: describe an organic reaction: reactants, conditions, products, and yield Reactants: CCOC(=O)C1=CC=CC=C1C(=C2C=C(C(=O)C(=C2)Br)Br)C3=CC(=C(C(=C3)Br)O)Br (Tetrabromophenolphthalein ethyl ester), [K] (potassium). The product is C1=CC=C2C(=C1)C(=O)OC2(C3=CC(=C(C(=C3)Br)O)Br)C4=CC(=C(C(=C4)Br)O)Br (Tetrabromophenolphthalein). Reaction SMILES: CC[O:3][C:4]([C:6]1[C:11]([C:12]([C:22]2[CH:27]=[C:26]([Br:28])[C:25]([OH:29])=[C:24]([Br:30])[CH:23]=2)=[C:13]2[CH:19]=[C:18]([Br:20])[C:16](=[O:17])[C:15]([Br:21])=[CH:14]2)=[CH:10][CH:9]=[CH:8][CH:7]=1)=[O:5].[K]>>[CH:8]1[CH:7]=[C:6]2[C:4]([O:5][C:12]([C:22]3[CH:27]=[C:26]([Br:28])[C:25]([OH:29])=[C:24]([Br:30])[CH:23]=3)([C:13]3[CH:19]=[C:18]([Br:20])[C:16]([OH:17])=[C:15]([Br:21])[CH:14]=3)[C:11]2=[CH:10][CH:9]=1)=[O:3] |^1:30|. Reported procedure: Tetrabromophenolphthalein ethyl ester, potassium salt (yellow-brown) Starting materials: C(C)(=O)OCCN(C)C (2-(dimethylamino)ethyl acetate), CCCCCC (hexane), C(CCCCC)OCCl (Chloromethyl hexyl ether). Solvent: CS(=O)C (DMSO). Reaction conditions: temperature 18 celsius, time 30 minute. Yields the product C(C1=CC=CC=C1)(=O)[O-].C(C)(=O)OCC[N+](C)(C)COCCCCCCC ((2-acetoxyethyl)heptyloxymethyldimethylammonium Benzoate). Isolated yield 65.0%. Reaction SMILES: [C:1]([O:4][CH2:5][CH2:6][N:7]([CH3:9])[CH3:8])(=[O:3])[CH3:2].[CH3:10][CH2:11][CH2:12][CH2:13][CH2:14]C.[CH2:16]([O:22][CH2:23]Cl)[CH2:17][CH2:18][CH2:19][CH2:20][CH3:21]>CS(C)=O>[C:1]([O-:4])(=[O:3])[C:2]1[CH:14]=[CH:13][CH:12]=[CH:11][CH:10]=1.[C:1]([O:4][CH2:5][CH2:6][N+:7]([CH2:23][O:22][CH2:16][CH2:17][CH2:18][CH2:19][CH2:20][CH2:21][CH3:10])([CH3:9])[CH3:8])(=[O:3])[CH3:2] |f:4.5|. Reported procedure: In a two-necked, round bottomed flask, equipped with a condenser and addition funnel, 2-(dimethylamino)ethyl acetate (0.1 mol) was mixed with 150 mL of anhydrous hexane. Chloromethyl hexyl ether (0.1 mol) was slowly added over 15 minutes. After 30 minutes, the reaction mixture was cooled to the temperature of minus 18° C. and the crude product was separated. The crude product was washed with 100 mL of hexane and used in the next step without further purification. The material was dissolved in 10... Reactants: CCCC[Sn](=O)CCCC, O=C1OC(=O)c2ccccc21. Yields the product CCCC[Sn+2]CCCC, O=C([O-])c1ccccc1C(=O)[O-]. RXN SMILES: [CH2:12]([CH2:13][CH2:14][CH3:15])[Sn:16]([CH2:17][CH2:18][CH2:19][CH3:20])=[O:21].[O:1]=[C:2]1[O:3][C:4](=[O:5])[c:6]2[cH:7][cH:8][cH:9][cH:10][c:11]21>>[CH2:12]([CH2:13][CH2:14][CH3:15])[Sn+2:16][CH2:17][CH2:18][CH2:19][CH3:20].[O:1]=[C:2]([c:11]1[c:6]([C:4]([O-:3])=[O:5])[cH:7][cH:8][cH:9][cH:10]1)[O-:21]. Reactants: N1CCC(CC1)NC(=O)C1=CNC2=C1N=CN=C2C2=C(C=CC(=C2)OC)OCC2CC2 (4-(2-cyclopropylmethoxy-5-methoxy-phenyl)-5H-pyrrolo[3,2-d]pyrimidine-7-carboxylic acid piperidin-4-ylamide), ClC(=O)OCC (ethyl chloroformate). The product is C(C)OC(=O)N1CCC(CC1)NC(=O)C1=CNC2=C1N=CN=C2C2=C(C=CC(=C2)OC)OCC2CC2 (4-{[4-(2-Cyclopropylmethoxy-5-methoxy-phenyl)-5H-pyrrolo[3,2-d]pyrimidine-7-carbonyl]-amino}-piperidine-1-carboxylic acid ethyl ester). Reaction SMILES: [NH:1]1[CH2:6][CH2:5][CH:4]([NH:7][C:8]([C:10]2[C:14]3[N:15]=[CH:16][N:17]=[C:18]([C:19]4[CH:24]=[C:23]([O:25][CH3:26])[CH:22]=[CH:21][C:20]=4[O:27][CH2:28][CH:29]4[CH2:31][CH2:30]4)[C:13]=3[NH:12][CH:11]=2)=[O:9])[CH2:3][CH2:2]1.Cl[C:33]([O:35][CH2:36][CH3:37])=[O:34]>>[CH2:36]([O:35][C:33]([N:1]1[CH2:2][CH2:3][CH:4]([NH:7][C:8]([C:10]2[C:14]3[N:15]=[CH:16][N:17]=[C:18]([C:19]4[CH:24]=[C:23]([O:25][CH3:26])[CH:22]=[CH:21][C:20]=4[O:27][CH2:28][CH:29]4[CH2:30][CH2:31]4)[C:13]=3[NH:12][CH:11]=2)=[O:9])[CH2:5][CH2:6]1)=[O:34])[CH3:37]. Reported procedure: Starting from 4-(2-cyclopropylmethoxy-5-methoxy-phenyl)-5H-pyrrolo[3,2-d]pyrimidine-7-carboxylic acid piperidin-4-ylamide (example A155) and ethyl chloroformate the title compound is obtained as colorless solid. Reactants: O (water), NCCCNC(=O)C1=CNC(=C1)C1=NC=CC(=C1)OC1=C(C=CC(=C1)C(=O)NC1=C(C=CC(=C1)C)F)F (N-(3-aminopropyl)-5-[4-(2-fluoro-5-{[(2-fluoro-5-methylphenyl)amino]carbonyl}phenoxy)pyridin-2-yl]-1H-pyrrole-3-carboxamide), C(C)(C)N(C(C)C)CC (N,N-diisopropylethylamine), BrCC(=O)OC (methyl bromoacetate). Solvent: CN(C)C=O (DMF). Reaction conditions: time 50 minute. The product is FC1=C(OC2=CC(=NC=C2)C2=CC(=CN2)C(=O)NCCCNCC(=O)OC)C=C(C=C1)C(=O)NC1=C(C=CC(=C1)C)F (methyl ({3-[({5-[4-(2-fluoro-5-{[(2-fluoro-5-methylphenyl)amino]carbonyl}phenoxy)pyridin-2-yl]-1H-pyrrol-3-yl}carbonyl)amino]propyl}amino)acetate). RXN SMILES: [NH2:1][CH2:2][CH2:3][CH2:4][NH:5][C:6]([C:8]1[CH:12]=[C:11]([C:13]2[CH:18]=[C:17]([O:19][C:20]3[CH:25]=[C:24]([C:26]([NH:28][C:29]4[CH:34]=[C:33]([CH3:35])[CH:32]=[CH:31][C:30]=4[F:36])=[O:27])[CH:23]=[CH:22][C:21]=3[F:37])[CH:16]=[CH:15][N:14]=2)[NH:10][CH:9]=1)=[O:7].C(N(CC)C(C)C)(C)C.Br[CH2:48][C:49]([O:51][CH3:52])=[O:50].O>CN(C=O)C>[F:37][C:21]1[CH:22]=[CH:23][C:24]([C:26]([NH:28][C:29]2[CH:34]=[C:33]([CH3:35])[CH:32]=[CH:31][C:30]=2[F:36])=[O:27])=[CH:25][C:20]=1[O:19][C:17]1[CH:16]=[CH:15][N:14]=[C:13]([C:11]2[NH:10][CH:9]=[C:8]([C:6]([NH:5][CH2:4][CH2:3][CH2:2][NH:1][CH2:48][C:49]([O:51][CH3:52])=[O:50])=[O:7])[CH:12]=2)[CH:18]=1. Procedure details: To a stirred solution of N-(3-aminopropyl)-5-[4-(2-fluoro-5-{[(2-fluoro-5-methylphenyl)amino]carbonyl}phenoxy)pyridin-2-yl]-1H-pyrrole-3-carboxamide (100 mg, 0.20 mmol) and N,N-diisopropylethylamine (52 mg, 0.40 mmol) in 10 ml of anhydrous DMF was added methyl bromoacetate (30 mg, 0.20 mmol). The mixture was stirred at room temperature for 50 minutes and poured into 100 ml of water with vigorous stirring. The precipitates were filtered and dried in vacuo to give the crude, which was purified by ... Reactants: ClC=1C=C(C=CC1Cl)SCCCCOC=1C(=CC2=C(COC(N2)=O)C1C)C (6-[4-(3,4-dichloro-phenylmercapto)-butoxy]-5,7-dimethyl-4H-3,1-benzoxazin-2-one), OO (hydrogen peroxide). Product: ClC=1C=C(C=CC1Cl)S(=O)CCCCOC=1C(=CC2=C(COC(N2)=O)C1C)C (6-[4-(3,4-Dichloro-phenylsulfinyl)-butoxy]-5,7-dimethyl-4H-3,1-benzoxazin-2-one). RXN SMILES: [Cl:1][C:2]1[CH:3]=[C:4]([S:9][CH2:10][CH2:11][CH2:12][CH2:13][O:14][C:15]2[C:16]([CH3:27])=[CH:17][C:18]3[NH:23][C:22](=[O:24])[O:21][CH2:20][C:19]=3[C:25]=2[CH3:26])[CH:5]=[CH:6][C:7]=1[Cl:8].[OH:28]O>>[Cl:1][C:2]1[CH:3]=[C:4]([S:9]([CH2:10][CH2:11][CH2:12][CH2:13][O:14][C:15]2[C:16]([CH3:27])=[CH:17][C:18]3[NH:23][C:22](=[O:24])[O:21][CH2:20][C:19]=3[C:25]=2[CH3:26])=[O:28])[CH:5]=[CH:6][C:7]=1[Cl:8]. Procedure: Prepared analogously to Example 2 from 6-[4-(3,4-dichloro-phenylmercapto)-butoxy]-5,7-dimethyl-4H-3,1-benzoxazin-2-one and hydrogen peroxide. Reactants: N(=NC(=O)OCC)C(=O)OCC (diethyl azodicarboxylate), CN1C[C@H]([C@H](CC1)O)C1=CC=CC=C1 (cis-1-methyl-3-phenyl-4-piperidinol), C1(=CC=CC=C1)P(C1=CC=CC=C1)C1=CC=CC=C1 (triphenylphosphine), C1=CC(=CC=C1O)C (p-cresol), C(\C=C/C(=O)O)(=O)O (maleic acid). The solvent is C1=CC=CC=C1 (benzene), CCOCC (ether), C1=CC=CC=C1 (benzene), CCOCC (ether), ClCCl (dichloromethane). Run at temperature 6 celsius, time 18 hour. Product: C(\C=C/C(=O)O)(=O)O.CN1C[C@H]([C@@H](CC1)C1=CC=C(C=C1)C)C1=CC=CC=C1 (trans-1-methyl-3-phenyl-4-(4-tolyl)piperidine maleate). As a reaction SMILES: [CH3:1][N:2]1[CH2:7][CH2:6][C@H:5](O)[C@H:4]([C:9]2[CH:14]=[CH:13][CH:12]=[CH:11][CH:10]=2)[CH2:3]1.C1(P(C2C=CC=CC=2)C2C=CC=CC=2)C=CC=CC=1.[CH:34]1[C:39](O)=[CH:38][CH:37]=[C:36]([CH3:41])[CH:35]=1.N(C(OCC)=O)=NC(OCC)=O.[C:54]([OH:61])(=[O:60])/[CH:55]=[CH:56]\[C:57]([OH:59])=[O:58]>C1C=CC=CC=1.ClCCl.CCOCC>[C:54]([OH:61])(=[O:60])/[CH:55]=[CH:56]\[C:57]([OH:59])=[O:58].[CH3:1][N:2]1[CH2:7][CH2:6][C@@H:5]([C:39]2[CH:38]=[CH:37][C:36]([CH3:41])=[CH:35][CH:34]=2)[C@H:4]([C:9]2[CH:14]=[CH:13][CH:12]=[CH:11][CH:10]=2)[CH2:3]1 |f:8.9|. Procedure details: A mixture of 4.78 g of cis-1-methyl-3-phenyl-4-piperidinol of Example 22, 7.21 g of triphenylphosphine, 2.97 g of p-cresol and 125 ml of anhydrous benzene is cooled to 6° C. and a solution of 4.79 g of diethyl azodicarboxylate in 125 ml of benzene is added dropwise under nitrogen over a 90-minute period. The temperature is allowed to rise gradually so that at completion of the addition it is 22° C. After stirring for 18 hours at room temperature, the suspended solid is filtered off, washed with ...